Dataset: the Open Reaction Database (ORD), a public repository of structured organic reaction records. Task: describe an organic reaction: reactants, conditions, products, and yield RXN SMILES: [NH2:1][C:2]1[CH:3]=[C:4]([CH:7]=[CH:8][CH:9]=1)[CH2:5][OH:6].N1C=CC=CC=1.[CH2:16]([O:30][C:31]1[CH:39]=[CH:38][C:34]([C:35](Cl)=[O:36])=[CH:33][CH:32]=1)[CH2:17][CH2:18][CH2:19][CH2:20][CH2:21][CH2:22][CH2:23][CH2:24][CH2:25][CH2:26][CH2:27][CH2:28][CH3:29].C(Cl)(Cl)Cl>C(Cl)Cl.O>[OH:6][CH2:5][C:4]1[CH:3]=[C:2]([NH:1][C:35](=[O:36])[C:34]2[CH:33]=[CH:32][C:31]([O:30][CH2:16][CH2:17][CH2:18][CH2:19][CH2:20][CH2:21][CH2:22][CH2:23][CH2:24][CH2:25][CH2:26][CH2:27][CH2:28][CH3:29])=[CH:39][CH:38]=2)[CH:9]=[CH:8][CH:7]=1. Starting materials: C(Cl)(Cl)Cl (chloroform), NC=1C=C(CO)C=CC1 (m-aminobenzyl alcohol), N1=CC=CC=C1 (pyridine), C(CCCCCCCCCCCCC)OC1=CC=C(C(=O)Cl)C=C1 (p-tetradecyloxybenzoyl chloride). Run in O (water), C(Cl)Cl (methylene chloride), C(Cl)Cl (methylene chloride). Procedure: To a solution of 8.17 g of m-aminobenzyl alcohol and 16.14 g of pyridine in 200 ml of methylene chloride is added at 0° C. over 30 minutes a solution of 18 g of p-tetradecyloxybenzoyl chloride in 200 ml of methylene chloride. Stirring is continued for another 6 hours. An additional 400 ml of chloroform and water is added followed by warming to dissolve all the solids. The warm organic layer is separated and washed with dilute hydrochloric acid and saturated sodium bicarbonate. The warm organic l... Conditions: time 6 hour. The product is OCC=1C=C(C=CC1)NC(C1=CC=C(C=C1)OCCCCCCCCCCCCCC)=O (N-[3-(Hydroxymethyl)phenyl]-4-(tetradecyloxy)benzamide). Isolated yield 82.1%. Reaction SMILES: [CH2:18]1[CH2:19][CH2:20][CH2:21][CH2:22][CH2:23]1.[CH3:24][Si:25]([CH3:26])([CH3:27])[Cl:28].[CH:13]([Li:14])([CH2:15][CH3:16])[CH3:17].[Cl:1][c:2]1[c:3]([C:9]([F:10])([F:11])[F:12])[c:4]([F:8])[cH:5][cH:6][cH:7]1.[O:29]1[CH2:30][CH2:31][CH2:32][CH2:33]1>>[Cl:1][c:2]1[c:3]([C:9]([F:10])([F:11])[F:12])[c:4]([F:8])[c:5]([Si:25]([CH3:24])([CH3:26])[CH3:27])[cH:6][cH:7]1. Yields the product C[Si](C)(C)c1ccc(Cl)c(C(F)(F)F)c1F. Reactants: C1CCCCC1, C[Si](C)(C)Cl, [Li]C(C)CC, Fc1cccc(Cl)c1C(F)(F)F, C1CCOC1.